Dataset: the Open Reaction Database (ORD), a public repository of structured organic reaction records. Task: describe an organic reaction: reactants, conditions, products, and yield Reactants: CC(C)Oc1ccc(S(C)(=O)=O)cc1C(=O)O, Clc1cccc2c1CCNC2. Yields the product CC(C)Oc1ccc(S(C)(=O)=O)cc1C(=O)N1CCc2c(Cl)cccc2C1. Reaction SMILES: [CH:12]([CH3:13])([CH3:14])[O:15][c:16]1[c:17]([C:18](=[O:19])[OH:20])[cH:21][c:22]([S:25](=[O:26])(=[O:27])[CH3:28])[cH:23][cH:24]1.[Cl:1][c:2]1[c:3]2[c:8]([cH:9][cH:10][cH:11]1)[CH2:7][NH:6][CH2:5][CH2:4]2>>[Cl:1][c:2]1[c:3]2[c:8]([cH:9][cH:10][cH:11]1)[CH2:7][N:6]([C:18]([c:17]1[c:16]([O:15][CH:12]([CH3:13])[CH3:14])[cH:24][cH:23][c:22]([S:25](=[O:26])(=[O:27])[CH3:28])[cH:21]1)=[O:19])[CH2:5][CH2:4]2. Starting materials: N (ammonia), N (ammonia), O=C1NC=NN=C1C(=O)OCC (ethyl 5-oxo-4,5-dihydro-1,2,4-triazine-6-carboxylate). Run in C(C)O (ethanol). Run at time 20 minute. The product is two, O=C1NC=NN=C1C(=O)N (5-oxo-4,5-dihydro-1,2,4-triazine-6-carboxamide). Reaction SMILES: [O:1]=[C:2]1[C:7]([C:8]([O:10]CC)=O)=[N:6][N:5]=[CH:4][NH:3]1.[NH3:13]>C(O)C>[O:1]=[C:2]1[C:7]([C:8]([NH2:13])=[O:10])=[N:6][N:5]=[CH:4][NH:3]1. Reported procedure: In 5 mL of ethanol is dissolved 0.06 g of ethyl 5-oxo-4,5-dihydro-1,2,4-triazine-6-carboxylate. At 10° C., the solution is saturated with ammonia by introducing gaseous ammonia thereinto for 20 minutes. The solution is allowed to stand at ambient temperature for 15 hours, and the resulting crystals are collected by filtration. The crystals thus obtained are washed successively with two 2 mL portions of ethanol and then two 1 mL portion of methanol to obtain 0.03 g of 5-oxo-4,5-dihydro-1,2,4-tria... Procedure details: A solution of 88.3 g. of 6-fluoroquinoline, 27.8 g. of 6-(1-methylethyl)quinaldine and 76.2 g. of iodine in 100 ml. of toluene is heated at 95°-100° C. for 5 days, cooled and diluted with 350 ml. of ethyl acetate. The precipitate is collected, pulverized, suspended in 500 ml. of aqueous methanol and recovered by filtration. The solid is suspended in 400 ml. of cold methanol, stirred with 6 ml. of hydrazine and the solid 3-fluoro-10-(1-methylethyl)imidazo[1,2-a:3,4-a']diquinolin-15-ium iodide is ... Starting materials: FC=1C=C2C=CC=NC2=CC1 (6-fluoroquinoline), C1(=CC=CC=C1)C (toluene), CC(C)C=1C=C2C=CC(=NC2=CC1)C (6-(1-methylethyl)quinaldine), II (iodine). As a reaction SMILES: [F:1][C:2]1[CH:3]=[C:4]2[C:9](=[CH:10][CH:11]=1)[N:8]=[CH:7][CH:6]=[CH:5]2.[CH3:12][CH:13]([C:15]1[CH:16]=[C:17]2[C:22](=[CH:23][CH:24]=1)[N:21]=[C:20]([CH3:25])[CH:19]=[CH:18]2)[CH3:14].[I:26]I.C1(C)C=CC=CC=1>C(OCC)(=O)C>[I-:26].[F:1][C:2]1[CH:11]=[CH:10][C:9]2[N+:8]3[CH:25]=[C:20]4[CH:19]=[CH:18][C:17]5[CH:16]=[C:15]([CH:13]([CH3:14])[CH3:12])[CH:24]=[CH:23][C:22]=5[N:21]4[C:7]=3[CH:6]=[CH:5][C:4]=2[CH:3]=1 |f:5.6|. The solvent is C(C)(=O)OCC (ethyl acetate). Product: [I-].FC1=CC=2C=CC3=[N+](C2C=C1)C=C1N3C=3C=CC(=CC3C=C1)C(C)C (3-Fluoro-10-(1-methylethyl)imidazo[1,2-a:3,4-a']diquinolin-15-ium Iodide). Reactants: COC(=O)C(Br)c1ccc(OCCOc2ccc(F)cc2)cc1, Cc1ccc(O)cc1C, C1CCOC1. The product is COC(=O)C(Oc1ccc(C)c(C)c1)c1ccc(OCCOc2ccc(F)cc2)cc1. Reaction SMILES: [Br:1][CH:2]([C:3](=[O:4])[O:5][CH3:6])[c:7]1[cH:8][cH:9][c:10]([O:13][CH2:14][CH2:15][O:16][c:17]2[cH:18][cH:19][c:20]([F:23])[cH:21][cH:22]2)[cH:11][cH:12]1.[CH3:24][c:25]1[cH:26][cH:27][c:28]([OH:29])[cH:30][c:31]1[CH3:32].[O:33]1[CH2:34][CH2:35][CH2:36][CH2:37]1>>[CH:2]([C:3](=[O:4])[O:5][CH3:6])([c:7]1[cH:8][cH:9][c:10]([O:13][CH2:14][CH2:15][O:16][c:17]2[cH:18][cH:19][c:20]([F:23])[cH:21][cH:22]2)[cH:11][cH:12]1)[O:29][c:28]1[cH:27][cH:26][c:25]([CH3:24])[c:31]([CH3:32])[cH:30]1. Starting materials: Cc1ccc(Cl)cc1S(=O)(=O)Cl, N, C1CCOC1. Yields the product Cc1ccc(Cl)cc1S(N)(=O)=O. As a reaction SMILES: [Cl:1][c:2]1[cH:3][cH:4][c:5]([CH3:12])[c:6]([S:8](=[O:9])(=[O:10])[Cl:11])[cH:7]1.[NH3:13].[O:14]1[CH2:15][CH2:16][CH2:17][CH2:18]1>>[Cl:1][c:2]1[cH:3][cH:4][c:5]([CH3:12])[c:6]([S:8](=[O:9])(=[O:10])[NH2:13])[cH:7]1. Reaction conditions: time 4 hour. Yields the product N=1C=CN2N=C(C=CC21)C#CC2=CC=C(C=C2)NC(=O)NC2=CC(=CC=C2)C (1-[4-(imidazo[1,2-b]pyridazin-6-ylethynyl)phenyl]-3-(3-methylphenyl)urea). Reactants: N=1C=CN2N=C(C=CC21)C#CC2=CC=C(N)C=C2 (4-(imidazo[1,2-b]pyridazin-6-ylethynyl)aniline), C1(=CC(=CC=C1)N=C=O)C (m-tolyl isocyanate). The solvent is C1CCOC1 (THF), O (water). Reported procedure: A reaction mixture of 4-(imidazo[1,2-b]pyridazin-6-ylethynyl)aniline (93.6 mg, 0.4 mmol, 1 eq) and m-tolyl isocyanate (0.051 mL, 1 eq) in anhydrous THF (4 mL) was stirred at room temperature for four hours. It was then diluted with water and a solid which precipitated was filtered. The solid was further triturated with ethyl acetate and 1-[4-(imidazo[1,2-b]pyridazin-6-ylethynyl)phenyl]-3-(3-methylphenyl)urea was obtained as a yellow solid upon filtration in amount of 125 mg. RXN SMILES: [N:1]1[CH:2]=[CH:3][N:4]2[C:9]=1[CH:8]=[CH:7][C:6]([C:10]#[C:11][C:12]1[CH:18]=[CH:17][C:15]([NH2:16])=[CH:14][CH:13]=1)=[N:5]2.[C:19]1([CH3:28])[CH:24]=[CH:23][CH:22]=[C:21]([N:25]=[C:26]=[O:27])[CH:20]=1>C1COCC1.O>[N:1]1[CH:2]=[CH:3][N:4]2[C:9]=1[CH:8]=[CH:7][C:6]([C:10]#[C:11][C:12]1[CH:13]=[CH:14][C:15]([NH:16][C:26]([NH:25][C:21]3[CH:22]=[CH:23][CH:24]=[C:19]([CH3:28])[CH:20]=3)=[O:27])=[CH:17][CH:18]=1)=[N:5]2. The reactants are Cl.C(C1=CC=CC=C1)OC(NC1(CCNCC1)C)=O ((4-methyl-piperidin-4-yl)-carbamic acid benzyl ester hydrochloride salt), ClC1=NC=CC(=N1)C(F)(F)F (2-chloro-4-trifluoromethyl-pyrimidine), C(C)(C)N(CC)C(C)C (diisopropylethyl amine). Solvent: O1CCOCC1 (dioxane). Reaction conditions: temperature 150 celsius, time 30 minute. The product is C(C1=CC=CC=C1)OC(NC1(CCN(CC1)C1=NC=CC(=N1)C(F)(F)F)C)=O ((4-methyl-1-(4-trifluoromethyl-pyrimidin-2-yl)-piperidin-4-yl)-carbamic acid benzyl ester). As a reaction SMILES: Cl.[CH2:2]([O:9][C:10](=[O:19])[NH:11][C:12]1([CH3:18])[CH2:17][CH2:16][NH:15][CH2:14][CH2:13]1)[C:3]1[CH:8]=[CH:7][CH:6]=[CH:5][CH:4]=1.Cl[C:21]1[N:26]=[C:25]([C:27]([F:30])([F:29])[F:28])[CH:24]=[CH:23][N:22]=1.C(N(C(C)C)CC)(C)C>O1CCOCC1>[CH2:2]([O:9][C:10](=[O:19])[NH:11][C:12]1([CH3:18])[CH2:17][CH2:16][N:15]([C:21]2[N:26]=[C:25]([C:27]([F:30])([F:29])[F:28])[CH:24]=[CH:23][N:22]=2)[CH2:14][CH2:13]1)[C:3]1[CH:8]=[CH:7][CH:6]=[CH:5][CH:4]=1 |f:0.1|. Procedure: To a stirred solution of (4-methyl-piperidin-4-yl)-carbamic acid benzyl ester hydrochloride salt (0.15 g, 0.53 mmol, Example 30B) in dioxane (1.0 mL) at room temperature was added 2-chloro-4-trifluoromethyl-pyrimidine (0.1 g, 0.55 mmol) and diisopropylethyl amine (0.2 mL, 1.1 mmol). The reaction mixture was stirred at 150° C. in a microwave for 30 minutes, concentrated under reduced pressure and purified by flash chromatography with 30% ethyl acetate and hexane to provide (4-methyl-1-(4-trifluor... Starting materials: O.FC1=C(C=CC=C1F)C=1C=C2C(=NNC2=CC1)C(=O)NCC1CCN(CC1)CC=1OC=C(N1)C(=O)O (2-({4-[({[5-(2,3-Difluorophenyl)-1H-indazol-3-yl]carbonyl}amino)methyl]piperidin-1-yl}methyl)-1,3-oxazole-4-carboxylic acid hydrate), BrC=1C=C2C(=NNC2=CC1)C(=O)NCC1CCN(CC1)CC1=CC=C(O1)C(=O)OCC (Ethyl 5-{[4-({[(5-bromo-1H-indazol-3-yl)carbonyl]amino}methyl) piperidin-1-yl]methyl}furan-2-carboxylate), COC1=CC=C(C=N1)B(O)O ((6-methoxypyridin-3-yl)boronic acid). Conditions: time 15 minute. The product is O.COC1=CC=C(C=N1)C=1C=C2C(=NNC2=CC1)C(=O)NCC1CCN(CC1)CC1=CC=C(O1)C(=O)O (5-({4-[({[5-(6-Methoxypyridin-3-yl)-1H-indazol-3-yl]carbonyl}amino)methyl]piperidin-1-yl}methyl)furan-2-carboxylic acid hydrate). RXN SMILES: O.FC1C(F)=CC=CC=1C1C=C2C(=CC=1)NN=C2C(NCC1CCN(CC2OC=C(C(O)=O)N=2)CC1)=[O:20].Br[C:39]1[CH:40]=[C:41]2[C:45](=[CH:46][CH:47]=1)[NH:44][N:43]=[C:42]2[C:48]([NH:50][CH2:51][CH:52]1[CH2:57][CH2:56][N:55]([CH2:58][C:59]2[O:63][C:62]([C:64]([O:66]CC)=[O:65])=[CH:61][CH:60]=2)[CH2:54][CH2:53]1)=[O:49].[CH3:69][O:70][C:71]1[N:76]=[CH:75][C:74](B(O)O)=[CH:73][CH:72]=1>>[OH2:20].[CH3:69][O:70][C:71]1[N:76]=[CH:75][C:74]([C:39]2[CH:40]=[C:41]3[C:45](=[CH:46][CH:47]=2)[NH:44][N:43]=[C:42]3[C:48]([NH:50][CH2:51][CH:52]2[CH2:57][CH2:56][N:55]([CH2:58][C:59]3[O:63][C:62]([C:64]([OH:66])=[O:65])=[CH:61][CH:60]=3)[CH2:54][CH2:53]2)=[O:49])=[CH:73][CH:72]=1 |f:0.1,4.5|. Procedure: 5-({4-[({[5-(6-Methoxypyridin-3-yl)-1H-indazol-3-yl]carbonyl}amino)methyl]piperidin-1-yl}methyl)furan-2-carboxylic acid hydrate 17 was prepared, according to the procedure described for compound 12, from compound 15 and (6-methoxypyridin-3-yl)boronic acid and using the following preparative HPLC parameters for the purification: channel A=CH3CN+0.1% formic acid; channel B=H2O+0.1% formic acid: flow=40 ml/min; gradient=10%-45% of eluent A in 15 minutes. Yield: 23 mg, 8%. Starting materials: Cl.ClC1=CC=C(C=C1)C1CCNCC1 (4-(4-chlorophenyl)piperidine hydrochloride), C(=O)(OCC1=CC=CC=C1)NC(C(C)C)C(=O)O (Cbz-DL-valine), ClC1=CC=C(C=C1)C1(CCNCC1)O (4-(4-chlorophenyl)-4-hydroxypiperidine), C(C1=CC=CC=C1)(=O)NC(C(C)C)C(=O)O (benzoyl-DL-valine). The product is ClC1=CC=C(C=C1)C1(CCN(CC1)C(C(C(C)C)NC(OCC1=CC=CC=C1)=O)=O)O (Benzyl 1-(4-(4-chlorophenyl)-4-hydroxypiperidin-1-yl)-3-methyl-1-oxobutan-2-ylcarbamate). Reaction SMILES: [C:1]([NH:11][CH:12]([C:16]([OH:18])=O)[CH:13]([CH3:15])[CH3:14])([O:3][CH2:4][C:5]1[CH:10]=[CH:9][CH:8]=[CH:7][CH:6]=1)=[O:2].[Cl:19][C:20]1[CH:25]=[CH:24][C:23]([C:26]2([OH:32])[CH2:31][CH2:30][NH:29][CH2:28][CH2:27]2)=[CH:22][CH:21]=1.C(NC(C(O)=O)C(C)C)(=O)C1C=CC=CC=1.Cl.ClC1C=CC(C2CCNCC2)=CC=1>>[Cl:19][C:20]1[CH:25]=[CH:24][C:23]([C:26]2([OH:32])[CH2:27][CH2:28][N:29]([C:16](=[O:18])[CH:12]([NH:11][C:1](=[O:2])[O:3][CH2:4][C:5]3[CH:6]=[CH:7][CH:8]=[CH:9][CH:10]=3)[CH:13]([CH3:14])[CH3:15])[CH2:30][CH2:31]2)=[CH:22][CH:21]=1 |f:3.4|. Reported procedure: Example 213 was prepared in a similar manner as described for the preparation of Example 208 with the exceptions that Cbz-DL-valine and 4-(4-chlorophenyl)-4-hydroxypiperidine were substituted for benzoyl-DL-valine and 4-(4-chlorophenyl)piperidine hydrochloride, respectively. MS found: (M+H)+=446.